From a dataset of the Open Reaction Database (ORD), a public repository of structured organic reaction records. describe an organic reaction: reactants, conditions, products, and yield RXN SMILES: Br[C:2]1[CH:10]=[CH:9][C:8]2[N:7]([CH2:11][CH3:12])[C:6]3[CH2:13][CH:14]4[NH:18][CH:17]([C:5]=3[C:4]=2[C:3]=1[C:19]([O:21][C:22]([CH3:25])([CH3:24])[CH3:23])=[O:20])[CH2:16][CH2:15]4.[C:26]1([S:32]([O-:34])=[O:33])[CH:31]=[CH:30][CH:29]=[CH:28][CH:27]=1.[Na+]>>[C:26]1([S:32]([C:2]2[CH:10]=[CH:9][C:8]3[N:7]([CH2:11][CH3:12])[C:6]4[CH2:13][CH:14]5[NH:18][CH:17]([C:5]=4[C:4]=3[C:3]=2[C:19]([O:21][C:22]([CH3:25])([CH3:24])[CH3:23])=[O:20])[CH2:16][CH2:15]5)(=[O:34])=[O:33])[CH:31]=[CH:30][CH:29]=[CH:28][CH:27]=1 |f:1.2|. Procedure details: The product of step A was coupled with sodium benzenesulfinate following the procedure of Example 27, step C. The crude material was purified by flash column chromatography (SiO2, 4:1 to 1:1 hexane/ethyl acetate) to give tert-butyl 2-phenylsulfonyl-5-ethyl-5,6,7,8,9,10-hexahydro-7,10-epiminocyclohepta[b]indole-carboxylate (0.12 g, 36%) as a white solid: 1H NMR (CDCl3, 300 MHz) δ 8.20 (s, 1H), 7.94-7.99 (m, 2H), 7.40-7.53 (m, 4H), 7.31 (d, J=8.7 Hz, 1H), 5.20-5.33 (m, 1H), 4.55-4.81 (m, 1H), 3.95... Yield: 36.0%. Starting materials: BrC1=C(C=2C3=C(N(C2C=C1)CC)CC1CCC3N1)C(=O)OC(C)(C)C (tert-butyl 2-bromo-5-ethyl-5,6,7,8,9,10-hexahydro-7,10-epiminocyclohepta[b]indole-carboxylate), C1(=CC=CC=C1)S(=O)[O-].[Na+] (sodium benzenesulfinate). Product: C1(=CC=CC=C1)S(=O)(=O)C1=C(C=2C3=C(N(C2C=C1)CC)CC1CCC3N1)C(=O)OC(C)(C)C (tert-butyl 2-phenylsulfonyl-5-ethyl-5,6,7,8,9,10-hexahydro-7,10-epiminocyclohepta[b]indole-carboxylate). Starting materials: [Na] (sodium), C(C=C)O (allyl alcohol), NC1=CC=C(C(=O)OCC)C=C1 (ethyl 4-aminobenzoate), C(C=C)O (allyl alcohol). Solvent: CCCCCC (hexane). The product is NC1=CC=C(C(=O)OCC=C)C=C1 (Allyl 4-aminobenzoate). Reaction SMILES: [Na].[NH2:2][C:3]1[CH:13]=[CH:12][C:6]([C:7]([O:9][CH2:10][CH3:11])=[O:8])=[CH:5][CH:4]=1.[CH2:14](O)C=C>CCCCCC>[NH2:2][C:3]1[CH:4]=[CH:5][C:6]([C:7]([O:9][CH2:10][CH:11]=[CH2:14])=[O:8])=[CH:12][CH:13]=1 |^1:0|. Procedure: 50 ml of allyl alcohol are introduced into a round-bottomed flask, 750 mg (22 mmol) of sodium are added in small portions and the mixture is stirred until the metal has reacted completely. 30.2 g (0.2 mol) of ethyl 4-aminobenzoate, dissolved in 200 ml of allyl alcohol, are then introduced and the mixture is heated to reflux and distilled until 180 ml of distillate have been obtained. The reaction medium is evaporated, the residue is taken up with water and ethyl ether and the organic phase is se... The reactants are N#Cc1ccc(CO)s1, BrC(Br)(Br)Br, C1CCOC1, c1ccc(P(c2ccccc2)c2ccccc2)cc1. Yields the product N#Cc1ccc(CBr)s1. As a reaction SMILES: [C:1](#[N:2])[c:3]1[s:4][c:5]([CH2:8][OH:9])[cH:6][cH:7]1.[C:29]([Br:30])([Br:31])([Br:32])[Br:33].[CH2:34]1[O:35][CH2:36][CH2:37][CH2:38]1.[c:10]1([P:11]([c:12]2[cH:13][cH:14][cH:15][cH:16][cH:17]2)[c:18]2[cH:19][cH:20][cH:21][cH:22][cH:23]2)[cH:24][cH:25][cH:26][cH:27][cH:28]1>>[C:1](#[N:2])[c:3]1[s:4][c:5]([CH2:8][Br:30])[cH:6][cH:7]1. Reactants: BrC1=CC(=NC=C1)C#N (4-bromopyridine-2-carbonitrile), COCCC[Mg]Cl (3-methoxypropylmagnesium chloride), [BH4-].[Na+] (sodium borohydride), CO (methanol). Run in C(C)(=O)OCC (ethyl acetate), [OH-].[Na+] (sodium hydroxide), O1CCCC1 (tetrahydrofuran), O1CCCC1 (tetrahydrofuran). Conditions: time 10 minute. The product is BrC1=CC(=NC=C1)C(CCCOC)N (1-(4-Bromopyridin-2-yl)-4-methoxybutylamine). RXN SMILES: [Br:1][C:2]1[CH:7]=[CH:6][N:5]=[C:4]([C:8]#[N:9])[CH:3]=1.[CH3:10][O:11][CH2:12][CH2:13][CH2:14][Mg]Cl.CO.[BH4-].[Na+]>O1CCCC1.C(OCC)(=O)C.[OH-].[Na+]>[Br:1][C:2]1[CH:7]=[CH:6][N:5]=[C:4]([CH:8]([NH2:9])[CH2:14][CH2:13][CH2:12][O:11][CH3:10])[CH:3]=1 |f:3.4,7.8|. Reported procedure: A solution of 4.3 g of 4-bromopyridine-2-carbonitrile [62150-45-2] in 10 ml of tetrahydrofuran is added to a solution of 8.79 g of 3-methoxypropylmagnesium chloride [14202-12-1] in 10 ml of tetrahydrofuran. The reaction solution is stirred at room temperature for 10 minutes and then 50 ml of methanol are added. 2.7 g of sodium borohydride are added to the solution over the course of 30 minutes, and the mixture is stirred at room temperature for 2.5 hours. It is diluted with ethyl acetate and bas... Reactants: C(C1=CC=CC=C1)OC(=O)N1CCC(CC1)O (N-benzyloxycarbonyl-4-hydroxypiperidine), [N+](=[N-])=CC(=O)OCC (ethyl diazoacetate). The reagents and catalysts are C(C)(=O)[O-].C(C)(=O)[O-].C(C)(=O)[O-].C(C)(=O)[O-].[Rh+3].[Rh+3] (dirhodium tetraacetate). Solvent: ClCCl (dichloromethane), ClCCl (dichloromethane). Yields the product C(C1=CC=CC=C1)OC(=O)N1CCC(CC1)OCC(=O)OCC (ethyl N-(benzyloxycarbonyl)piperidin-4-yloxyacetate). Reaction SMILES: [CH2:1]([O:8][C:9]([N:11]1[CH2:16][CH2:15][CH:14]([OH:17])[CH2:13][CH2:12]1)=[O:10])[C:2]1[CH:7]=[CH:6][CH:5]=[CH:4][CH:3]=1.[N+](=[CH:20][C:21]([O:23][CH2:24][CH3:25])=[O:22])=[N-]>ClCCl.C([O-])(=O)C.C([O-])(=O)C.C([O-])(=O)C.C([O-])(=O)C.[Rh+3].[Rh+3]>[CH2:1]([O:8][C:9]([N:11]1[CH2:16][CH2:15][CH:14]([O:17][CH2:20][C:21]([O:23][CH2:24][CH3:25])=[O:22])[CH2:13][CH2:12]1)=[O:10])[C:2]1[CH:7]=[CH:6][CH:5]=[CH:4][CH:3]=1 |f:3.4.5.6.7.8|. Reported procedure: To a mixture of N-benzyloxycarbonyl-4-hydroxypiperidine (2.4 g, preparation described by Alig, L. et al (1992), J. Med. Chem. 35, 4393), dirhodium tetraacetate (40 mg) and dichloromethane (15 ml) under argon was added dropwise over 3-4 hours, with stirring, a solution of ethyl diazoacetate (1.2 ml) in dichloromethane (2.5 ml). On completion of the addition, the reaction mixture was stirred at ambient temperature overnight and then evaporated. The resultant oily residue was purified by column chr... Starting materials: BrC=1C=CC2=C(C=C(CCS2(=O)=O)C(=O)NC2=CC=C(C=C2)CN(C2CCOCC2)C)C1 (7-bromo-N-[4-[[N-methyl-N-(tetrahydropyran-4-yl)amino]methyl]phenyl]-1,1-dioxo-2,3-dihydro-1-benzothiepine-4-carboxamide), C1(=CC=CC=C1)C.C(C)O.O (toluene ethanol water), B(OC1=CC=C(C=C1)SCCCCC)([O-])[O-] (4-(pentylthio)phenyl borate), C([O-])([O-])=O.[K+].[K+] (potassium carbonate). The reagents and catalysts are C=1C=CC(=CC1)[P](C=2C=CC=CC2)(C=3C=CC=CC3)[Pd]([P](C=4C=CC=CC4)(C=5C=CC=CC5)C=6C=CC=CC6)([P](C=7C=CC=CC7)(C=8C=CC=CC8)C=9C=CC=CC9)[P](C=1C=CC=CC1)(C=1C=CC=CC1)C=1C=CC=CC1 (tetrakistriphenylphosphinepalladium). Run in O (water). Conditions: time 30 minute. Yields the product CN(C1CCOCC1)CC1=CC=C(C=C1)NC(=O)C=1CCS(C2=C(C1)C=C(C=C2)C2=CC=C(C=C2)SCCCCC)(=O)=O (N-[4-[[N-methyl-N-(tetrahydropyran-4-yl)amino]methyl]phenyl]-7-(4-pentylthiophenyl)-1,1-dioxo-2,3-dihydro-1-benzothiepine-4-carboxamide). The yield is 43.6%. Reaction SMILES: Br[C:2]1[CH:3]=[CH:4][C:5]2[S:11](=[O:13])(=[O:12])[CH2:10][CH2:9][C:8]([C:14]([NH:16][C:17]3[CH:22]=[CH:21][C:20]([CH2:23][N:24]([CH3:31])[CH:25]4[CH2:30][CH2:29][O:28][CH2:27][CH2:26]4)=[CH:19][CH:18]=3)=[O:15])=[CH:7][C:6]=2[CH:32]=1.C1(C)C=CC=CC=1.C(O)C.O.B([O-])([O-])O[C:46]1[CH:51]=[CH:50][C:49]([S:52][CH2:53][CH2:54][CH2:55][CH2:56][CH3:57])=[CH:48][CH:47]=1.C(=O)([O-])[O-].[K+].[K+]>C1C=CC([P]([Pd]([P](C2C=CC=CC=2)(C2C=CC=CC=2)C2C=CC=CC=2)([P](C2C=CC=CC=2)(C2C=CC=CC=2)C2C=CC=CC=2)[P](C2C=CC=CC=2)(C2C=CC=CC=2)C2C=CC=CC=2)(C2C=CC=CC=2)C2C=CC=CC=2)=CC=1.O>[CH3:31][N:24]([CH2:23][C:20]1[CH:21]=[CH:22][C:17]([NH:16][C:14]([C:8]2[CH2:9][CH2:10][S:11](=[O:13])(=[O:12])[C:5]3[CH:4]=[CH:3][C:2]([C:46]4[CH:51]=[CH:50][C:49]([S:52][CH2:53][CH2:54][CH2:55][CH2:56][CH3:57])=[CH:48][CH:47]=4)=[CH:32][C:6]=3[CH:7]=2)=[O:15])=[CH:18][CH:19]=1)[CH:25]1[CH2:30][CH2:29][O:28][CH2:27][CH2:26]1 |f:1.2.3,5.6.7,^1:69,71,90,109|. Procedure details: To 7-bromo-N-[4-[[N-methyl-N-(tetrahydropyran-4-yl)amino]methyl]phenyl]-1,1-dioxo-2,3-dihydro-1-benzothiepine-4-carboxamide (310 mg) was added toluene/ethanol/water (10/1/1, 6.0 ml) and then were added 4-(pentylthio)phenyl borate (182 mg) and potassium carbonate (181 mg), and the mixture was stirred at room temperature for 30 minutes. To the mixture was added tetrakistriphenylphosphinepalladium (34 mg), and the mixture was stirred at 100° C. for 12 hours and cooled to room temperature. The mixtu... Starting materials: COC(COC1=CC(=C(C(=C1)C)C1=NC2=C(N1)C=C(C=C2)C(NC2=CC=C(C=C2)C(C)(C)C)=O)C)=O ({4-[6-(4-tert-butylphenylcarbamoyl)-1H-benzoimidazol-2-yl]-3,5-dimethylphenoxy}-acetic acid methyl ester), [Li+].[OH-] (LiOH), solution. The solvent is O1CCCC1 (tetrahydrofuran). Run at time 18 hour. The product is C(C)(C)(C)C1=CC=C(C=C1)NC(=O)C=1C=CC2=C(NC(=N2)C2=C(C=C(OCC(=O)O)C=C2C)C)C1 ({4-[6-(4-tert-Butylphenylcarbamoyl)-1H-benzoimidazol-2-yl]-3,5-dimethylphenoxy}-acetic acid). RXN SMILES: C[O:2][C:3](=[O:36])[CH2:4][O:5][C:6]1[CH:11]=[C:10]([CH3:12])[C:9]([C:13]2[NH:17][C:16]3[CH:18]=[C:19]([C:22](=[O:34])[NH:23][C:24]4[CH:29]=[CH:28][C:27]([C:30]([CH3:33])([CH3:32])[CH3:31])=[CH:26][CH:25]=4)[CH:20]=[CH:21][C:15]=3[N:14]=2)=[C:8]([CH3:35])[CH:7]=1.[Li+].[OH-]>O1CCCC1>[C:30]([C:27]1[CH:28]=[CH:29][C:24]([NH:23][C:22]([C:19]2[CH:20]=[CH:21][C:15]3[N:14]=[C:13]([C:9]4[C:8]([CH3:35])=[CH:7][C:6]([O:5][CH2:4][C:3]([OH:36])=[O:2])=[CH:11][C:10]=4[CH3:12])[NH:17][C:16]=3[CH:18]=2)=[O:34])=[CH:25][CH:26]=1)([CH3:33])([CH3:32])[CH3:31] |f:1.2|. Reported procedure: To a solution of {4-[6-(4-tert-butylphenylcarbamoyl)-1H-benzoimidazol-2-yl]-3,5-dimethylphenoxy}-acetic acid methyl ester (0.1727 g, 0.356 mmol) in tetrahydrofuran (5 mL) was added LiOH (1 mL of a 4M solution) and the mixture was stirred at ambient temperature for 18 h. The solvent was removed under reduced pressure and the residue was taken up in water, brought to pH 4 and the solid filtered to the title compound. 1H-NMR (DMSO-d6, 400 MHz): δ 12.97 (s, broad, 1H), 12.72 (d, J=24.76 Hz, 1H), 10.... The reactants are C(=O)(OC(C)(C)C)N[C@@H](CCC1=CC=CC=C1)C(=O)O (Boc-homophenylalanine), FC1=CC=C(C=C1)CCNC([C@@H](NC)CCCNC(=O)OC(C)(C)C)=O (Nδ-Boc-Nα-Methylornithine 2-(4-Fluorophenyl)ethylamide). Reaction SMILES: [C:1]([NH:8][C@H:9]([C:18]([OH:20])=O)[CH2:10][CH2:11][C:12]1[CH:17]=[CH:16][CH:15]=[CH:14][CH:13]=1)([O:3][C:4]([CH3:7])([CH3:6])[CH3:5])=[O:2].[F:21][C:22]1[CH:27]=[CH:26][C:25]([CH2:28][CH2:29][NH:30][C:31](=[O:46])[C@H:32]([CH2:35][CH2:36][CH2:37][NH:38][C:39]([O:41][C:42]([CH3:45])([CH3:44])[CH3:43])=[O:40])[NH:33][CH3:34])=[CH:24][CH:23]=1>>[F:21][C:22]1[CH:23]=[CH:24][C:25]([CH2:28][CH2:29][NH:30][C:31](=[O:46])[C@H:32]([CH2:35][CH2:36][CH2:37][NH:38][C:39]([O:41][C:42]([CH3:44])([CH3:43])[CH3:45])=[O:40])[N:33]([C:18](=[O:20])[C@H:9]([CH2:10][CH2:11][C:12]2[CH:13]=[CH:14][CH:15]=[CH:16][CH:17]=2)[NH:8][C:1]([O:3][C:4]([CH3:5])([CH3:6])[CH3:7])=[O:2])[CH3:34])=[CH:26][CH:27]=1. Yields the product FC1=CC=C(C=C1)CCNC([C@@H](N(C)C([C@@H](NC(=O)OC(C)(C)C)CCC1=CC=CC=C1)=O)CCCNC(=O)OC(C)(C)C)=O (Boc-Homophenylalanyl-Nδ-Boc-Nα-Methylornithine 2-(4-Fluorophenyl)ethylamide). Procedure: Using Procedure D, Boc-homophenylalanine (143 mg) and Nδ-Boc-Nα-methylornithine 2-(4-fluorophenyl)ethylamide (B) (crude product) gave desired compound (195 mg) as a glassy solid which was purified by flash chromatography: 1H NMR (400 MHz, CDCl3) δ1.52 (2 s, 18H).1.71 (m, 2H), 1.82 (m, 4H), 2.62-2.80 (m, 7H), 3.12 (m, 2H), 3.45 (m, 2H), 4.61 (m, 1H), 4.92 (m, 1H), 6.89 (m, 2H), 7.13 (m, 2H), 7.20 (m, 3H), and 7.32 (m, 2H).